From a dataset of the Open Reaction Database (ORD), a public repository of structured organic reaction records. describe an organic reaction: reactants, conditions, products, and yield Reactants: C(C)(=O)Cl (acetyl chloride), Cl.N[C@@H]1C[C@H](N(C1)C(C)(C)C)C(=O)NC[C@H]([C@H](CC1=CC=CC=C1)NC([C@@H](NC(=O)OCC1=CC=CC=C1)CC(N)=O)=O)O (4(R)-amino-N2 -[3(S)-[[N-(benzyloxycarbonyl)-L-asparaginyl]amino]-2(R)-hydroxy-4-phenylbutyl]-N1 -tert.butyl-L-prolinamide hydrochloride), C([O-])(O)=O.[Na+] (sodium bicarbonate). Solvent: O (water), CN(C=O)C (dimethylformamide), O (water). Run at temperature 0 celsius, time 5 hour. Yields the product C(C)(=O)N[C@@H]1C[C@H](N(C1)C(C)(C)C)C(=O)NC[C@H]([C@H](CC1=CC=CC=C1)NC([C@@H](NC(=O)OCC1=CC=CC=C1)CC(N)=O)=O)O (4(R)-acetylamino-N2 -[3(S)-[[N-(benzyloxycarbonyl)-L-asparaginyl]amino]-2(R)-hydroxy-4-phenylbutyl]-N1 -tert.butyl-L-prolinamide). Reaction SMILES: [C:1](Cl)(=[O:3])[CH3:2].Cl.[NH2:6][C@H:7]1[CH2:11][N:10]([C:12]([CH3:15])([CH3:14])[CH3:13])[C@H:9]([C:16]([NH:18][CH2:19][C@@H:20]([OH:48])[C@@H:21]([NH:29][C:30](=[O:47])[C@H:31]([CH2:43][C:44](=[O:46])[NH2:45])[NH:32][C:33]([O:35][CH2:36][C:37]2[CH:42]=[CH:41][CH:40]=[CH:39][CH:38]=2)=[O:34])[CH2:22][C:23]2[CH:28]=[CH:27][CH:26]=[CH:25][CH:24]=2)=[O:17])[CH2:8]1.C(=O)(O)[O-].[Na+]>O.CN(C)C=O>[C:1]([NH:6][C@H:7]1[CH2:11][N:10]([C:12]([CH3:14])([CH3:13])[CH3:15])[C@H:9]([C:16]([NH:18][CH2:19][C@@H:20]([OH:48])[C@@H:21]([NH:29][C:30](=[O:47])[C@H:31]([CH2:43][C:44](=[O:46])[NH2:45])[NH:32][C:33]([O:35][CH2:36][C:37]2[CH:38]=[CH:39][CH:40]=[CH:41][CH:42]=2)=[O:34])[CH2:22][C:23]2[CH:28]=[CH:27][CH:26]=[CH:25][CH:24]=2)=[O:17])[CH2:8]1)(=[O:3])[CH3:2] |f:1.2,3.4|. Reported procedure: 15 mg of freshly distilled acetyl chloride were added to a solution, which was cooled to 0° C. and stirred, of 12 mg of 4(R)-amino-N2 -[3(S)-[[N-(benzyloxycarbonyl)-L-asparaginyl]amino]-2(R)-hydroxy-4-phenylbutyl]-N1 -tert.butyl-L-prolinamide hydrochloride and 21 mg of sodium bicarbonate in 0.5 ml of water and 0.25 ml of dimethylformamide. The mixture was stirred vigorously at 0° C. for 5 hours and then left to stand at room temperature overnight. The mixture was diluted with water and extracted...